From a dataset of the Open Reaction Database (ORD), a public repository of structured organic reaction records. describe an organic reaction: reactants, conditions, products, and yield Reactants: CCOC(=O)C(C)Br, c1ccc(COc2ccc3[nH]ccc3c2)cc1, CCOC(C)=O, [H-], [Na+], CN(C)C=O. Yields the product CCOC(=O)C(C)n1ccc2cc(OCc3ccccc3)ccc21. RXN SMILES: [Br:20][CH:21]([C:22](=[O:23])[O:24][CH2:25][CH3:26])[CH3:27].[CH2:3]([c:4]1[cH:5][cH:6][cH:7][cH:8][cH:9]1)[O:10][c:11]1[cH:12][c:13]2[cH:14][cH:15][nH:16][c:17]2[cH:18][cH:19]1.[CH3:33][CH2:34][O:35][C:36](=[O:37])[CH3:38].[H-:2].[Na+:1].[O:28]=[CH:29][N:30]([CH3:31])[CH3:32]>>[CH2:3]([c:4]1[cH:5][cH:6][cH:7][cH:8][cH:9]1)[O:10][c:11]1[cH:12][c:13]2[cH:14][cH:15][n:16]([CH:21]([C:22](=[O:23])[O:24][CH2:25][CH3:26])[CH3:27])[c:17]2[cH:18][cH:19]1. The reactants are CS(=O)(=O)N1C=C(C2=CC=C(C=C12)N)C (1-methanesulfonyl-3-methyl-6-amino-1H-indole), Cl.CS(=O)(=O)N1C=CC2=CC=C(C=C12)N=C1NCCN1 (N-methanesulfonyl-6-(imidazolidin-2-ylideneamino)indole hydrochloride). The product is Cl.N1C(NCC1)=NC1=CC=C2C(=CN(C2=C1)S(=O)(=O)C)C (Imidazolidin-2-ylidene-(1-methanesulfonyl-3-methyl-1H-indol-6-yl)-amine hydrochloride). RXN SMILES: [CH3:1][S:2]([N:5]1[C:13]2[C:8](=[CH:9][CH:10]=[C:11]([NH2:14])[CH:12]=2)[C:7]([CH3:15])=[CH:6]1)(=[O:4])=[O:3].[ClH:16].CS(N1C2C(=CC=C(N=[C:31]3[NH:35][CH2:34][CH2:33][NH:32]3)C=2)C=C1)(=O)=O>>[ClH:16].[NH:32]1[CH2:33][CH2:34][NH:35][C:31]1=[N:14][C:11]1[CH:12]=[C:13]2[C:8]([C:7]([CH3:15])=[CH:6][N:5]2[S:2]([CH3:1])(=[O:4])=[O:3])=[CH:9][CH:10]=1 |f:1.2,3.4|. Procedure: Imidazolidin-2-ylidene-(1-methanesulfonyl-3-methyl-1H-indol-6-yl)-amine hydrochloride (mp 236.4-236.7° C.) was prepared from 1-methanesulfonyl-3-methyl-6-amino-1H-indole by a procedure which was similar to that for the preparation of N-methanesulfonyl-6-(imidazolidin-2-ylideneamino)indole hydrochloride. Reactants: [Si](C)(C)(C(C)(C)C)OC1C=CC(C1)=O (4(RS)-t-butyldimethylsilyloxy-2-cyclopentenone), aqueous solution, [OH-].[Na+] (sodium hydroxide), OO (hydrogen peroxide). Solvent: CO (methanol). Reaction conditions: temperature 0 celsius, time 30 minute. The product is [Si](C)(C)(C(C)(C)C)OC1C2C(C(C1)=O)O2 (4(RS)-t-butyldimethylsilyloxy-2,3-epoxycyclopentanone). Reaction SMILES: [Si:1]([O:8][CH:9]1[CH2:13][C:12](=[O:14])[CH:11]=[CH:10]1)([C:4]([CH3:7])([CH3:6])[CH3:5])([CH3:3])[CH3:2].[OH:15]O.[OH-].[Na+]>CO>[Si:1]([O:8][CH:9]1[CH2:13][C:12](=[O:14])[CH:11]2[O:15][CH:10]12)([C:4]([CH3:7])([CH3:6])[CH3:5])([CH3:3])[CH3:2] |f:2.3|. Procedure: 4(RS)-t-butyldimethylsilyloxy-2-cyclopentenone (2.12 g; 10 mmoles) was dissolved in 25 ml of methanol. The solution was cooled to 0° C., and 30% aqueous hydrogen peroxide (5 ml; 45 mmoles) was added. Several drops of a 2N aqueous solution of sodium hydroxide were added, and the mixture was stirred for 30 minutes. The methanol was distilled off under reduced pressure. Water was added to the residue and the mixture was extracted with ether. The extract was dried over magnesium sulfate, and concent... Starting materials: NCCCCCCCCCCC(=O)O (11-Aminoundecanoic acid), ClC1=CC=C(C=C1)S(=O)(=O)Cl (4-chlorobenzenesulphonyl chloride). Yields the product ClC1=CC=C(C=C1)S(=O)(=O)NCCCCCCCCCCC(=O)O (11-(4-Chlorobenzenesulphonamido)undecanoic Acid). As a reaction SMILES: [NH2:1][CH2:2][CH2:3][CH2:4][CH2:5][CH2:6][CH2:7][CH2:8][CH2:9][CH2:10][CH2:11][C:12]([OH:14])=[O:13].[Cl:15][C:16]1[CH:21]=[CH:20][C:19]([S:22](Cl)(=[O:24])=[O:23])=[CH:18][CH:17]=1>>[Cl:15][C:16]1[CH:21]=[CH:20][C:19]([S:22]([NH:1][CH2:2][CH2:3][CH2:4][CH2:5][CH2:6][CH2:7][CH2:8][CH2:9][CH2:10][CH2:11][C:12]([OH:14])=[O:13])(=[O:24])=[O:23])=[CH:18][CH:17]=1. Procedure: 11-Aminoundecanoic acid (4.02 g, 0.02 mol) was treated with 4-chlorobenzenesulphonyl chloride (4.22 g, 0.02 mol) as described in Example 4 to give the title compound which was recrystallised from 2-propanol/ether (1.8 g, m.p. 128°-9° C.). Reactants: CN1C(=C(C2=C(C=CC=C12)C1=CC=C(C=C1)O)C)C1=CC=CC=C1 (4-(1,3-dimethyl-2-phenyl-1H-indol-4-yl)-phenol), C(=O)([O-])[O-].[K+].[K+] (K2CO3), BrCC#N (bromoacetonitrile). Solvent: CC(=O)C (acetone). Yields the product CN1C(=C(C2=C(C=CC=C12)C1=CC=C(OCC#N)C=C1)C)C1=CC=CC=C1 ([4-(1,3-Dimethyl-2-phenyl-1H-indol-4-yl)-phenoxy]-acetonitrile), product. Yield: 92.2%. RXN SMILES: [CH3:1][N:2]1[C:10]2[C:5](=[C:6]([C:11]3[CH:16]=[CH:15][C:14]([OH:17])=[CH:13][CH:12]=3)[CH:7]=[CH:8][CH:9]=2)[C:4]([CH3:18])=[C:3]1[C:19]1[CH:24]=[CH:23][CH:22]=[CH:21][CH:20]=1.C([O-])([O-])=O.[K+].[K+].Br[CH2:32][C:33]#[N:34]>CC(C)=O>[CH3:1][N:2]1[C:10]2[C:5](=[C:6]([C:11]3[CH:16]=[CH:15][C:14]([O:17][CH2:32][C:33]#[N:34])=[CH:13][CH:12]=3)[CH:7]=[CH:8][CH:9]=2)[C:4]([CH3:18])=[C:3]1[C:19]1[CH:24]=[CH:23][CH:22]=[CH:21][CH:20]=1 |f:1.2.3|. Procedure: The desired product was prepared using a procedure similar to step 5 of example 3. Thus, 4-(1,3-dimethyl-2-phenyl-1H-indol-4-yl)-phenol (0.300 g, 0.957 mmol) was reacted with K2CO3 (0.159 g, 1.148 mmol) and bromoacetonitrile (0.134 g, 1.148 mmol) in acetone (5 ml) to give the product (0.311 g, 0.882 mmol, 92%) as a viscous oil. 1H NMR (DMSO-d6) δ 1.66 (s, 3H), 3.55 (s, 3H), 5.17 (s, 2H), 6.82 (dd, J=0.9, 7.2 Hz, 1H), 7.08 (d, J=8.9 Hz, 2H), 7.16 (t, J=7.2 Hz, 1H), 7.34-7.43 (m, 6H), 7.48 (t, J=7... Reactants: C1=CC=CC=C1 (benzene), C[Si](C)(C)C=[N+]=[N-] (trimethylsilyl diazomethane), [N+](=O)([O-])C1=CC=C(C(=O)N(C2=C(C=CC=C2)CCO)C)C=C1 (4-nitro-N-methyl-N-[2-(2-hydroxyethyl)phenyl]benzamide), [Cr](=O)(=O)([O-])O[Cr](=O)(=O)[O-].[NH+]1=CC=CC=C1.[NH+]1=CC=CC=C1 (pyridinium dichromate), CN(C=O)C (N,N-dimethylformamide). Run in CO (methanol), O (water). Run at time 2 day. The product is [N+](=O)([O-])C1=CC=C(C(=O)N(C2=C(C=CC=C2)CC(=O)OC)C)C=C1 (4-nitro-N-methyl-N-(2-methoxycarbonylmethylphenyl)benzamide). RXN SMILES: [N+:1]([C:4]1[CH:22]=[CH:21][C:7]([C:8]([N:10]([CH3:20])[C:11]2[CH:16]=[CH:15][CH:14]=[CH:13][C:12]=2[CH2:17][CH2:18][OH:19])=[O:9])=[CH:6][CH:5]=1)([O-:3])=[O:2].[Cr](O[Cr]([O-])(=O)=O)([O-])(=O)=O.[NH+]1C=CC=CC=1.[NH+]1C=CC=CC=1.C1C=CC=CC=1.C[Si](C=[N+]=[N-])(C)C.CN(C)[CH:59]=[O:60]>O.CO>[N+:1]([C:4]1[CH:5]=[CH:6][C:7]([C:8]([N:10]([CH3:20])[C:11]2[CH:16]=[CH:15][CH:14]=[CH:13][C:12]=2[CH2:17][C:18]([O:60][CH3:59])=[O:19])=[O:9])=[CH:21][CH:22]=1)([O-:3])=[O:2] |f:1.2.3|. Reported procedure: To a solution of 4-nitro-N-methyl-N-[2-(2-hydroxyethyl)phenyl]benzamide (686 mg) in N,N-dimethylformamide (12 ml) was added pyridinium dichromate (4.3 g) and the mixture was stirred at ambient temperature for 2 days. The mixture was diluted with water (80 ml) and the aqueous solution was extracted with ethyl acetate. The extract was washed with brine and dried over magnesium sulfate. Filtering and removal of solvents afforded a brown oil. To a solution of the brown oil in methanol (3 ml) and ben... Isolated yield 44.0%. RXN SMILES: [CH:1]([O:4][C:5]1[C:13]([O:14][CH3:15])=[CH:12][CH:11]=[CH:10][C:6]=1[CH2:7]CN)([CH3:3])[CH3:2].[CH3:16][NH:17]CC1C=CC2C(=CC=CC=2)C=1CCC.[ClH:32].[N:33]1([CH2:39][CH2:40][CH2:41][N:42]2[CH2:48][C:47]3[CH:49]=[C:50](/[CH:53]=[CH:54]/[C:55]([OH:57])=O)[CH:51]=[N:52][C:46]=3[NH:45][C:44](=[O:58])[CH2:43]2)[CH2:38][CH2:37][O:36][CH2:35][CH2:34]1.Cl.CN1CC2C=C(/C=C/C(O)=O)C=NC=2NC(=O)C1>>[ClH:32].[CH:1]([O:4][C:5]1[C:13]([O:14][CH3:15])=[CH:12][CH:11]=[CH:10][C:6]=1[CH2:7][N:17]([CH3:16])[C:55](=[O:57])/[CH:54]=[CH:53]/[C:50]1[CH:51]=[N:52][C:46]2[NH:45][C:44](=[O:58])[CH2:43][N:42]([CH2:41][CH2:40][CH2:39][N:33]3[CH2:38][CH2:37][O:36][CH2:35][CH2:34]3)[CH2:48][C:47]=2[CH:49]=1)([CH3:2])[CH3:3] |f:2.3,4.5,6.7|. Starting materials: C(C)(C)OC1=C(CCN)C=CC=C1OC ((2-isopropoxy-3-methoxy-benzyl)methylamine), Cl.CN1CC(NC2=C(C1)C=C(C=N2)/C=C/C(=O)O)=O ((E)-3-(4-methyl-2-oxo-2,3,4,5-tetrahydro-1H-pyrido[2,3-e][1,4]diazepin-7-yl)acrylic acid hydrochloride), CNCC1=C(C2=CC=CC=C2C=C1)CCC (methyl-(1-propyl-naphthalen-2-ylmethyl)amine), Cl.N1(CCOCC1)CCCN1CC(NC2=C(C1)C=C(C=N2)/C=C/C(=O)O)=O ((E)-3-[4-(3-morpholin-4-yl-propyl)-2-oxo-2,3,4,5-tetrahydro-1H-pyrido[2,3-e][1,4]diazepin-7-yl]acrylic acid hydrochloride). Procedure details: According to the procedure of Example 1, except substituting (2-isopropoxy-3-methoxy-benzyl)methylamine for the methyl-(1-propyl-naphthalen-2-ylmethyl)amine, and substituting (E)-3-[4-(3-morpholin-4-yl-propyl)-2-oxo-2,3,4,5-tetrahydro-1H-pyrido[2,3-e][1,4]diazepin-7-yl]acrylic acid hydrochloride for the (E)-3-(4-methyl-2-oxo-2,3,4,5-tetrahydro-1H-pyrido[2,3-e][1,4]diazepin-7-yl)acrylic acid hydrochloride, the title compound (0.17 g, 44%) was prepared as an off-white powder: 1H NMR (300 MHz, DMSO... Product: Cl.C(C)(C)OC1=C(CN(C(\C=C\C2=CC3=C(NC(CN(C3)CCCN3CCOCC3)=O)N=C2)=O)C)C=CC=C1OC ((E)-N-(2-Isopropoxy-3-methoxy-benzyl)-N-methyl-3-[4-(3-morpholin-4-yl-propyl)-2-oxo-2,3,4,5-tetrahydro-1H-pyrido[2,3-e][1,4]diazepin-7-yl]acrylamide hydrochloride). The reactants are OCC1N(C(CC1)C1=C(C=CC=C1)OC)C(=O)OCC1=CC=CC=C1 (2-hydroxymethyl-5-(2-methoxyphenyl)-N-(carbobenzyloxy)-tetrahydropyrrole), CI (methyl iodide), [H-].[Na+] (NaH). Run in CN(C)C=O (DMF). Reaction conditions: time 1 hour. Product: COCC1N(C(CC1)C1=C(C=CC=C1)OC)C(=O)OCC1=CC=CC=C1 (2-Methoxymethyl-5-(2-methoxyphenyl)-N-(carbobenzyloxy)-tetrahydropyrrole). RXN SMILES: [OH:1][CH2:2][CH:3]1[CH2:7][CH2:6][CH:5]([C:8]2[CH:13]=[CH:12][CH:11]=[CH:10][C:9]=2[O:14][CH3:15])[N:4]1[C:16]([O:18][CH2:19][C:20]1[CH:25]=[CH:24][CH:23]=[CH:22][CH:21]=1)=[O:17].[CH3:26]I.[H-].[Na+]>CN(C=O)C>[CH3:26][O:1][CH2:2][CH:3]1[CH2:7][CH2:6][CH:5]([C:8]2[CH:13]=[CH:12][CH:11]=[CH:10][C:9]=2[O:14][CH3:15])[N:4]1[C:16]([O:18][CH2:19][C:20]1[CH:21]=[CH:22][CH:23]=[CH:24][CH:25]=1)=[O:17] |f:2.3|. Procedure details: To a solution of 2-hydroxymethyl-5-(2-methoxyphenyl)-N-(carbobenzyloxy)-tetrahydropyrrole (2.49 g, 7.30 mmol) in DMF (20 mL) at 0-40° C. was added methyl iodide (4.55 mL, 73 mmol) and NaH (60% oil dispersion, 1.75 g, 43.8 mmol) and the resulting suspension was stirred at room temperature for 1 hour. The reaction mixture was quenched with H2O at 0° C., ether was added, and the aqueous layer was extracted with ether (×4), and the combined organic layers were washed with brine, dried over anhydrous...